Dataset: the Open Reaction Database (ORD), a public repository of structured organic reaction records. Task: describe an organic reaction: reactants, conditions, products, and yield Reactants: OC=1C=CC=C2C=CC(=NC12)C (8-hydroxyquinaldine), C(C1=CC=C(C=C1)OC)=O (p-anisaldehyde). Conditions: temperature 180 celsius. Yields the product COC1=CC=C(C=C1)C=CC1=NC2=C(C=CC=C2C=C1)O (2-[2-(4-Methoxyphenyl)Ethenyl]-8-Quinolinol). RXN SMILES: [OH:1][C:2]1[CH:3]=[CH:4][CH:5]=[C:6]2[C:11]=1[N:10]=[C:9]([CH3:12])[CH:8]=[CH:7]2.[CH:13](=O)[C:14]1[CH:19]=[CH:18][C:17]([O:20][CH3:21])=[CH:16][CH:15]=1>>[CH3:21][O:20][C:17]1[CH:18]=[CH:19][C:14]([CH:13]=[CH:12][C:9]2[CH:8]=[CH:7][C:6]3[C:11](=[C:2]([OH:1])[CH:3]=[CH:4][CH:5]=3)[N:10]=2)=[CH:15][CH:16]=1. Procedure details: A mixture of 8-hydroxyquinaldine (9.93 g) and p-anisaldehyde (20 mL) is heated at 180° C. overnight. The reaction is then cooled to room temperature and vacuum distilled. Once the majority of the p-anisaldehyde is distilled off (below 100° C.), the residue remaining in the flask is taken up in hot 95% EtOH. Any undissolved material is filtered off. H2O is added to the EtOH filtrate and the product is obtained as a yellow solid (3.42 g). As a reaction SMILES: [CH2:10]([Li:11])[CH2:12][CH2:13][CH3:14].[CH2:15]([c:16]1[cH:17][cH:18][cH:19][cH:20][cH:21]1)[N:22]1[CH2:23][C:24](=[O:27])[CH2:25][CH2:26]1.[CH2:34]1[O:35][CH2:36][CH2:37][CH2:38]1.[CH3:28][CH2:29][CH2:30][CH2:31][CH2:32][CH3:33].[I:1][c:2]1[c:3]([CH2:8][OH:9])[cH:4][cH:5][cH:6][cH:7]1>>[c:2]1([C:24]2([OH:27])[CH2:23][N:22]([CH2:15][c:16]3[cH:17][cH:18][cH:19][cH:20][cH:21]3)[CH2:26][CH2:25]2)[c:3]([CH2:8][OH:9])[cH:4][cH:5][cH:6][cH:7]1. Yields the product OCc1ccccc1C1(O)CCN(Cc2ccccc2)C1. The reactants are [Li]CCCC, O=C1CCN(Cc2ccccc2)C1, C1CCOC1, CCCCCC, OCc1ccccc1I. Starting materials: BrC=1NC(=C(N1)Cl)Cl (2-bromo-4,5-dichloroimidazole), CI (methyl iodide), C([O-])([O-])=O.[K+].[K+] (potassium carbonate). Reagents/catalysts: [Br-].C(CCC)[N+](CCCC)(CCCC)CCCC (tetrabutylammonium bromide). The solvent is C(C)#N (acetonitrile). Run at temperature 75 celsius, time 1 hour. The product is BrC=1N(C(=C(N1)Cl)Cl)C (2-bromo-4,5-dichloro-1-methyl-1H-imidazole). As a reaction SMILES: [Br:1][C:2]1[NH:3][C:4]([Cl:8])=[C:5]([Cl:7])[N:6]=1.CI.[C:11](=O)([O-])[O-].[K+].[K+]>[Br-].C([N+](CCCC)(CCCC)CCCC)CCC.C(#N)C>[Br:1][C:2]1[N:3]([CH3:11])[C:4]([Cl:8])=[C:5]([Cl:7])[N:6]=1 |f:2.3.4,5.6|. Reported procedure: A mixture of 2-bromo-4,5-dichloroimidazole (1 g, 4.6 mmol), methyl iodide (346 μL, 5.56 mmol), potassium carbonate (1.27 g, 9.2 mmol) and tetrabutylammonium bromide (148 mg, 0.46 mmol) in acetonitrile (2 mL) was stirred vigorously at 70-80° C. for 1.0 h. After cooling to room temperature, the inorganic salts were filtered off and washed with acetonitrile. The filtrate was evaporated and the residue was purified by flash chromatography (Si) to afford 2-bromo-4,5-dichloro-1-methyl-1H-imidazole as ... Starting materials: ClC=1C=C(C=C(C1)Cl)C(F)(F)F (3,5-dichlorobenzotrifluoride), N1CCNCC1 (piperazine). Yields the product ClC=1C=C(C=C(C1)C(F)(F)F)N1CCNCC1 (1-(3-Chloro-5-trifluoromethyl-phenyl)-piperazine). Isolated yield 52.1%. As a reaction SMILES: Cl[C:2]1[CH:3]=[C:4]([C:9]([F:12])([F:11])[F:10])[CH:5]=[C:6]([Cl:8])[CH:7]=1.[NH:13]1[CH2:18][CH2:17][NH:16][CH2:15][CH2:14]1>>[Cl:8][C:6]1[CH:7]=[C:2]([N:13]2[CH2:18][CH2:17][NH:16][CH2:15][CH2:14]2)[CH:3]=[C:4]([C:9]([F:12])([F:11])[F:10])[CH:5]=1. Procedure details: Beginning with 3,5-dichlorobenzotrifluoride (500 mg, 2.32 mmol) and piperazine (1 g, 11.6 mmol), 320 mg of the title compound was recovered by the procedure described in Example 1.